This data is from the Open Reaction Database (ORD), a public repository of structured organic reaction records. The task is: describe an organic reaction: reactants, conditions, products, and yield Procedure details: Polyphophoric acid 420 mg was added to compound (48) 31.6 mg under an argon atmosphere and the mixture was heated at 90° C. for 6 h. Ice-water was added to the reaction mixture, which was made alkaline with an aqueous 5 N-sodium hydroxide solution and extracted with chloroform. The extracts were washed with brine, dried over anhydrous magnesium sulfate and concentrated under reduced pressure. The residue obtained was chromatographed on aluminum oxide in chloroform:methanol (97:3) to give the tit... Reaction conditions: temperature 90 celsius. Product: CN(C1CC=2C=3C(C=C(OCC13)C(=O)N)=CNC2)C (8-Dimethylamino-2,7,8,9-tetrahydro-6-oxa-2-azabenzo [cd]azulene-5-carboxylic acid amide). Isolated yield 62.0%. The reactants are CN(C1CC=2C=3C(C=C(OCC13)C#N)=CNC2)C (8-Dimethylamino-2,7,8,9-tetrahydro-6-oxa-2-azabenzo[cd]-azulene-5-carbonitrile), Ice water, [OH-].[Na+] (sodium hydroxide). As a reaction SMILES: [CH3:1][N:2]([CH3:18])[CH:3]1[C:12]2[CH2:11][O:10][C:9]([C:13]#[N:14])=[CH:8][C:7]3=[CH:15][NH:16][CH:17]=[C:5]([C:6]=23)[CH2:4]1.[OH-:19].[Na+]>>[CH3:1][N:2]([CH3:18])[CH:3]1[C:12]2[CH2:11][O:10][C:9]([C:13]([NH2:14])=[O:19])=[CH:8][C:7]3=[CH:15][NH:16][CH:17]=[C:5]([C:6]=23)[CH2:4]1 |f:1.2|. The solvent is C1CCOC1.CO.O (THF MeOH H2O). Reaction conditions: time 5 hour. The reactants are C(C1=CC=CC=C1)(=O)OCC1=C(SC(=C1)[C@@H]1O[C@@H]([C@H]([C@@H]([C@H]1OCC1=CC=CC=C1)OCC1=CC=CC=C1)OCC1=CC=CC=C1)COCC1=CC=CC=C1)Cl ((2-chloro-5-((2R,3R,4S,5R,6R)-3,4,5-tris(benzyloxy)-6-(benzyloxymethyl)-tetrahydro-2H-pyran-2-yl)thiophen-3-yl)methyl benzoate), LiOH monohydrate. Reaction SMILES: C([O:9][CH2:10][C:11]1[CH:15]=[C:14]([C@H:16]2[C@H:21]([O:22][CH2:23][C:24]3[CH:29]=[CH:28][CH:27]=[CH:26][CH:25]=3)[C@@H:20]([O:30][CH2:31][C:32]3[CH:37]=[CH:36][CH:35]=[CH:34][CH:33]=3)[C@H:19]([O:38][CH2:39][C:40]3[CH:45]=[CH:44][CH:43]=[CH:42][CH:41]=3)[C@@H:18]([CH2:46][O:47][CH2:48][C:49]3[CH:54]=[CH:53][CH:52]=[CH:51][CH:50]=3)[O:17]2)[S:13][C:12]=1[Cl:55])(=O)C1C=CC=CC=1>C1COCC1.CO.O>[Cl:55][C:12]1[S:13][C:14]([C@H:16]2[C@H:21]([O:22][CH2:23][C:24]3[CH:25]=[CH:26][CH:27]=[CH:28][CH:29]=3)[C@@H:20]([O:30][CH2:31][C:32]3[CH:37]=[CH:36][CH:35]=[CH:34][CH:33]=3)[C@H:19]([O:38][CH2:39][C:40]3[CH:41]=[CH:42][CH:43]=[CH:44][CH:45]=3)[C@@H:18]([CH2:46][O:47][CH2:48][C:49]3[CH:50]=[CH:51][CH:52]=[CH:53][CH:54]=3)[O:17]2)=[CH:15][C:11]=1[CH2:10][OH:9] |f:1.2.3|. Product: ClC=1SC(=CC1CO)[C@@H]1O[C@@H]([C@H]([C@@H]([C@H]1OCC1=CC=CC=C1)OCC1=CC=CC=C1)OCC1=CC=CC=C1)COCC1=CC=CC=C1 ((2-chloro-5-((2R,3R,4S,5R,6R)-3,4,5-tris(benzyloxy)-6-(benzyloxymethyl)-tetrahydro-2H-pyran-2-yl)thiophen-3-yl)methanol). Procedure details: To a solution of benzoate 36 (4.5 g, 5.80 mmol) in THF/MeOH/H2O (30 mL/10 mL/10 mL) was added LiOH monohydrate (0.73 g, 17.4 mmol) at room temperature. The mixture was stirred at room temperature for 5 hours. The mixture was extracted with EtOAc/aq. saturated NH4Cl solution (100 mL/100 mL). The organic layer was dried over anhydrous MgSO4, filtered and concentrated in vacuo to yield the title compound 37 (3.86 g, 99%), which was carried on to the next step without further purification. Isolated yield 99.1%. The reactants are [OH-].[Na+] (sodium hydroxide), NCCCCN1CCN(CC1)C1=NC=CC=N1 (2-[4(4-aminobutyl)-1-piperazinyl]pyrimidine), COC1OC(CC1)OC (2,5-dimethoxytetrahydrofuran), O (water). Solvent: C(C)(=O)O (acetic acid). Product: N1=C(N=CC=C1)N1CCN(CC1)CCCCN1C=CC=C1 (1-{4-[4-(2-pyrimidinyl)-1-piperazinyl]-butyl}pyrrole). The yield is 45.3%. Reaction SMILES: [NH2:1][CH2:2][CH2:3][CH2:4][CH2:5][N:6]1[CH2:11][CH2:10][N:9]([C:12]2[N:17]=[CH:16][CH:15]=[CH:14][N:13]=2)[CH2:8][CH2:7]1.CO[CH:20]1[CH2:24][CH2:23][CH:22](OC)O1.O.[OH-].[Na+]>C(O)(=O)C>[N:17]1[CH:16]=[CH:15][CH:14]=[N:13][C:12]=1[N:9]1[CH2:8][CH2:7][N:6]([CH2:5][CH2:4][CH2:3][CH2:2][N:1]2[CH:20]=[CH:24][CH:23]=[CH:22]2)[CH2:11][CH2:10]1 |f:3.4|. Reported procedure: A mixture of 4 g (17 mmol) of 2-[4(4-aminobutyl)-1-piperazinyl]pyrimidine and 3.3 g of 2,5-dimethoxytetrahydrofuran in 10 ml of acetic acid is refluxed for 1 hour. The reaction mixture is poured into cold water, neutralized with 10% sodium hydroxide solution and extracted with chloroform, the extract is dried and evaporated and 2.2 g of 1-{4-[4-(2-pyrimidinyl)-1-piperazinyl]-butyl}pyrrole are obtained. Starting materials: FC1=NC=CC=C1N1N=NC(=C1)C=1CCN(CC1)C(=O)OC(C)(C)C (tert-Butyl 4-[1-(2-fluoropyridin-3-yl)-1H-[1,2,3]-triazol-4-yl]-1,2,3,6-tetrahydropyridine-1-carboxylate). Reaction SMILES: [F:1][C:2]1[C:7]([N:8]2[CH:12]=[C:11]([C:13]3[CH2:14][CH2:15][N:16]([C:19]([O:21]C(C)(C)C)=[O:20])[CH2:17][CH:18]=3)[N:10]=[N:9]2)=[CH:6][CH:5]=[CH:4][N:3]=1>C(O)=O>[CH:19]([OH:21])=[O:20].[F:1][C:2]1[C:7]([N:8]2[CH:12]=[C:11]([C:13]3[CH2:14][CH2:15][NH:16][CH2:17][CH:18]=3)[N:10]=[N:9]2)=[CH:6][CH:5]=[CH:4][N:3]=1 |f:2.3|. Reported procedure: tert-Butyl 4-[1-(2-fluoropyridin-3-yl)-1H-[1,2,3]-triazol-4-yl]-1,2,3,6-tetrahydropyridine-1-carboxylate (24 mg) prepared in Example 4 was dissolved in 2 ml of formic acid, followed by stirring for one night at room temperature and the solvent was evaporated in vacuo to give the title compound as a mixture. The product is C(=O)O.FC1=NC=CC=C1N1N=NC(=C1)C=1CCNCC1 (4-[1-(2-fluoropyridin-3-yl)-1H-[1,2,3]triazol-4-yl]-1,2,3,6-tetrahydropyridine formate). Solvent: C(=O)O (formic acid). Starting materials: BrC1=CC=C(C=C1)S(=O)(=O)N1C=CC=C1 (1-[(4-bromophenyl)sulfonyl]-1H-pyrrole), C(#N)C1=CC=C(N1C)B(O)O (5-cyano-1-methyl-1H-pyrrol-2-ylboronic acid), [F-].[K+] (potassium fluoride). The reagents and catalysts are C=1C=CC(=CC1)/C=C/C(=O)/C=C/C2=CC=CC=C2.C=1C=CC(=CC1)/C=C/C(=O)/C=C/C2=CC=CC=C2.C=1C=CC(=CC1)/C=C/C(=O)/C=C/C2=CC=CC=C2.[Pd].[Pd] (tris(dibenzylideneacetone)dipalladium(0)), C(C)(C)(C)P(C(C)(C)C)C(C)(C)C (Tri-t-butylphosphine). Run at time 16 hour. Yields the product CN1C(=CC=C1C1=CC=C(C=C1)S(=O)(=O)N1C=CC=C1)C#N (1-methyl-5-[4-(1H-pyrrol-1-ylsulfonyl)phenyl]-1H-pyrrole-2-carbonitrile). The yield is 54.2%. As a reaction SMILES: Br[C:2]1[CH:7]=[CH:6][C:5]([S:8]([N:11]2[CH:15]=[CH:14][CH:13]=[CH:12]2)(=[O:10])=[O:9])=[CH:4][CH:3]=1.[C:16]([C:18]1[N:22]([CH3:23])[C:21](B(O)O)=[CH:20][CH:19]=1)#[N:17].[F-].[K+]>C1C=CC(/C=C/C(/C=C/C2C=CC=CC=2)=O)=CC=1.C1C=CC(/C=C/C(/C=C/C2C=CC=CC=2)=O)=CC=1.C1C=CC(/C=C/C(/C=C/C2C=CC=CC=2)=O)=CC=1.[Pd].[Pd].C(P(C(C)(C)C)C(C)(C)C)(C)(C)C>[CH3:23][N:22]1[C:21]([C:2]2[CH:7]=[CH:6][C:5]([S:8]([N:11]3[CH:15]=[CH:14][CH:13]=[CH:12]3)(=[O:10])=[O:9])=[CH:4][CH:3]=2)=[CH:20][CH:19]=[C:18]1[C:16]#[N:17] |f:2.3,4.5.6.7.8|. Procedure details: According to general procedure B, 1-[(4-bromophenyl)sulfonyl]-1H-pyrrole (250 mg, 0.87 mmol), 5-cyano-1-methyl-1H-pyrrol-2-ylboronic acid (72 mg, 0.48 mmol), potassium fluoride (76 mg, 1.3 mmol), and tris(dibenzylideneacetone)dipalladium(0) (10 mg, 0.01 mmol) were placed in an oven dried flask under nitrogen and dry THF (1.0 mL) was added. Tri-t-butylphosphine (60 μL, 0.02 mmol, 10 wt % in hexane) was added and the reaction was stirred for 16 hours. 1-methyl-5-[4-(1H-pyrrol-1-ylsulfonyl)phenyl]-... Reactants: C(C)(C)(C)OC(=O)N1CCC(CC1)N(C)C(=O)C1CN(CC1)CC1=CC=CC=C1 (4-[(1-benzyl-pyrrolidine-3-carbonyl)-methyl-amino]-piperidine-1-carboxylic acid tert-butyl ester), C(C)[Mg]Br (ethylmagnesium bromide), C(C)[Mg]Br (Ethylmagnesium bromide). Reagents/catalysts: CC([O-])C.[Ti+4].CC([O-])C.CC([O-])C.CC([O-])C (titanium (IV) isopropoxide), CC([O-])C.[Ti+4].CC([O-])C.CC([O-])C.CC([O-])C (titanium (IV) isopropoxide). Solvent: C1CCOC1 (THF), C1CCOC1 (THF), C1CCOC1 (THF), C1CCOC1 (THF). Conditions: time 3 minute. Product: C(C)(C)(C)OC(=O)N1CCC(CC1)N(C)C1(CC1)C1CN(CC1)CC1=CC=CC=C1 (4-{[1-(1-Benzyl-pyrrolidin-3-yl)-cyclopropyl]-methyl-amino}-piperidine-1-carboxylic acid tert-butyl ester). Isolated yield 37.7%. As a reaction SMILES: [CH2:1]([Mg]Br)[CH3:2].[C:5]([O:9][C:10]([N:12]1[CH2:17][CH2:16][CH:15]([N:18]([C:20]([CH:22]2[CH2:26][CH2:25][N:24]([CH2:27][C:28]3[CH:33]=[CH:32][CH:31]=[CH:30][CH:29]=3)[CH2:23]2)=O)[CH3:19])[CH2:14][CH2:13]1)=[O:11])([CH3:8])([CH3:7])[CH3:6]>C1COCC1.CC(C)[O-].[Ti+4].CC(C)[O-].CC(C)[O-].CC(C)[O-]>[C:5]([O:9][C:10]([N:12]1[CH2:17][CH2:16][CH:15]([N:18]([C:20]2([CH:22]3[CH2:26][CH2:25][N:24]([CH2:27][C:28]4[CH:33]=[CH:32][CH:31]=[CH:30][CH:29]=4)[CH2:23]3)[CH2:2][CH2:1]2)[CH3:19])[CH2:14][CH2:13]1)=[O:11])([CH3:8])([CH3:7])[CH3:6] |f:3.4.5.6.7|. Procedure: A stirred solution of ethylmagnesium bromide (3.0 M in ethyl ether, 2.1 mL, 6.3 mmol) in THF (17.0 mL) was cooled to −78° C. To this solution was added a solution of titanium (IV) isopropoxide (0.76 mL, 2.6 mmol) in THF (1.7 mL) dropwise with the temperature below −70° C. After stiring for three minutes, the solution of 4-[(1-benzyl-pyrrolidine-3-carbonyl)-methyl-amino]-piperidine-1-carboxylic acid tert-butyl ester (1.0 g, 2.5 mmol) in THF (1.7 mL) was added. The resulting solution was slowly wa... The reactants are Cl[SiH]1CCC(CC1)CC[C@@H]1CC[C@H](CC1)C1=CC(=C(C=C1)F)F (1-chloro-4-(2-(trans-4-(3,4-difluorophenyl)cyclohexyl)ethyl)-1-silacyclohexane), [Cl-].C(CCCC)[Zn+] (n-pentylzinc chloride), [Cl-].CC(CC[Zn+])C (3-methylbutylzinc chloride), Cl[SiH]1CCC(CC1)CC[C@@H]1CC[C@H](CC1)C1=CC=C(C=C1)F (1-chloro-4-(2-(trans-4-(p-fluorophenyl)cyclohexyl) ethyl)-1-silacyclohexane). The product is FC=1C=C(C=CC1F)[C@@H]1CC[C@H](CC1)CC[C@@H]1CC[Si@H](CC1)CCC(C)C (trans-4-(2-(trans-4-(3,4-difluorophenyl) cyclohexyl) ethyl)-1-(3-methylbutyl)-1-silacyclohexane). RXN SMILES: Cl[SiH:2]1[CH2:7][CH2:6][CH:5]([CH2:8][CH2:9][C@H:10]2[CH2:15][CH2:14][C@H:13]([C:16]3[CH:21]=[CH:20][C:19]([F:22])=[C:18]([F:23])[CH:17]=3)[CH2:12][CH2:11]2)[CH2:4][CH2:3]1.[Cl-].[CH3:25][CH:26]([CH3:30])[CH2:27][CH2:28][Zn+].Cl[SiH]1CCC(CC[C@H]2CC[C@H](C3C=CC(F)=CC=3)CC2)CC1.[Cl-].C([Zn+])CCCC>>[F:23][C:18]1[CH:17]=[C:16]([C@H:13]2[CH2:14][CH2:15][C@H:10]([CH2:9][CH2:8][C@H:5]3[CH2:6][CH2:7][Si@H:2]([CH2:28][CH2:27][CH:26]([CH3:30])[CH3:25])[CH2:3][CH2:4]3)[CH2:11][CH2:12]2)[CH:21]=[CH:20][C:19]=1[F:22] |f:1.2,4.5|. Procedure: The preparation was conducted in the same manner as in Example 6, except that 7.5 g (21 mmol) of 1-chloro-4-(2-(trans-4-(3,4-difluorophenyl)cyclohexyl)ethyl)-1-silacyclohexane and 3-methylbutylzinc chloride were used instead of 7.0 g (21 mmol) of 1-chloro-4-(2-(trans-4-(p-fluorophenyl)cyclohexyl) ethyl)-1-silacyclohexane and n-pentylzinc chloride.